Dataset: the Open Reaction Database (ORD), a public repository of structured organic reaction records. Task: describe an organic reaction: reactants, conditions, products, and yield The reactants are C(#N)C=1C=C(C=CC1)O (3-cyanophenol), C([O-])([O-])=O.[K+].[K+] (potassium carbonate), BrCCF (1-bromo-2-fluoroethane). The reagents and catalysts are [I-].[K+] (Potassium iodide). The solvent is CS(=O)C (dimethyl sulfoxide). Reaction conditions: time 30 minute. The product is FCCOC=1C=C(C#N)C=CC1 (3-(2-Fluoroethoxy)benzonitrile). Isolated yield 94.5%. Reaction SMILES: [C:1]([C:3]1[CH:4]=[C:5]([OH:9])[CH:6]=[CH:7][CH:8]=1)#[N:2].C(=O)([O-])[O-].[K+].[K+].Br[CH2:17][CH2:18][F:19]>[I-].[K+].CS(C)=O>[F:19][CH2:18][CH2:17][O:9][C:5]1[CH:4]=[C:3]([CH:8]=[CH:7][CH:6]=1)[C:1]#[N:2] |f:1.2.3,5.6|. Procedure details: To a flame dried 50 mL round bottom flask was added 3-cyanophenol (1.0 g, 8.39 mmol) followed by 10 mL dimethyl sulfoxide. Potassium iodide (7.0 mg, 0.042 mmol) and potassium carbonate (1.74 g, 12.6 mmol) were added. The flask was immersed in an oil bath at 85° C. and 1-bromo-2-fluoroethane (1.17 g, 0.686 mL, 9.23 mmol) was added. The reaction was stirred at this temperature for 30 min, cooled to room temperature, filtered, and the filtrate was diluted with water (100 mL). The resulting solution...